This data is from the Open Reaction Database (ORD), a public repository of structured organic reaction records. The task is: describe an organic reaction: reactants, conditions, products, and yield The product is C1(=CC=CC=C1)NC(=S)NC1=CC=C2C(=C(OC(=O)C2=C1)OCCBr)Cl (7-(Phenylthiocarbamoylamino)-4-chloro-3-(2-bromoethoxy)isocoumarin), final product. Starting materials: bromoethoxy, NC(=S)N (thiourea), PhNH, C1(=CC=CC=C1)N=C=S (phenyl isothiocyanate), NC1=CC=C2C(=C(OC(=O)C2=C1)OCCBr)Cl (7-amino-4-chloro-3-(2-bromoethoxy)isocoumarin). RXN SMILES: [C:1]1([N:7]=[C:8]=[S:9])[CH:6]=[CH:5][CH:4]=[CH:3][CH:2]=1.[NH2:10][C:11]1[CH:21]=[C:20]2[C:14]([C:15]([Cl:26])=[C:16]([O:22][CH2:23][CH2:24][Br:25])[O:17][C:18]2=[O:19])=[CH:13][CH:12]=1.NC(N)=S>>[C:1]1([NH:7][C:8]([NH:10][C:11]2[CH:21]=[C:20]3[C:14]([C:15]([Cl:26])=[C:16]([O:22][CH2:23][CH2:24][Br:25])[O:17][C:18]3=[O:19])=[CH:13][CH:12]=2)=[S:9])[CH:6]=[CH:5][CH:4]=[CH:3][CH:2]=1. The yield is 59.0%. Procedure details: 7-(Phenylthiocarbamoylamino)-4-chloro-3-(2-bromoethoxy)isocoumarin was prepared from the reaction of phenyl isothiocyanate with 7-amino-4-chloro-3-(2-bromoethoxy)isocoumarin, yield 59%, m.p. 157°-158° C.; mass spectrum m/e 361 (m+ -PhNH+1). Anal. Calc.: C, 48.36; H, 3.39. Found: C, 48.26; H, 3.40. The bromoethoxy compound was then reacted with thiourea by the same procedure to give the final product, yield 32%, mass spectrum (FAB+) m/e 449 (M+ -Br). Starting materials: N#Cc1cc2c(Cl)ccnc2cc1OCc1ccccc1, CN1CCCC1=O, CCN(C(C)C)C(C)C, O=[N+]([O-])c1ccc(O)cc1F, O. Yields the product N#Cc1cc2c(Oc3ccc([N+](=O)[O-])c(F)c3)ccnc2cc1OCc1ccccc1. As a reaction SMILES: [CH2:1]([c:2]1[cH:3][cH:4][cH:5][cH:6][cH:7]1)[O:8][c:9]1[c:10]([C:20]#[N:21])[cH:11][c:12]2[c:13]([Cl:19])[cH:14][cH:15][n:16][c:17]2[cH:18]1.[CH3:43][N:44]1[CH2:45][CH2:46][CH2:47][C:48]1=[O:49].[CH:33]([N:34]([CH2:35][CH3:36])[CH:37]([CH3:38])[CH3:39])([CH3:40])[CH3:41].[F:22][c:23]1[cH:24][c:25]([OH:32])[cH:26][cH:27][c:28]1[N+:29](=[O:30])[O-:31].[OH2:42]>>[CH2:1]([c:2]1[cH:3][cH:4][cH:5][cH:6][cH:7]1)[O:8][c:9]1[c:10]([C:20]#[N:21])[cH:11][c:12]2[c:13]([O:32][c:25]3[cH:24][c:23]([F:22])[c:28]([N+:29](=[O:30])[O-:31])[cH:27][cH:26]3)[cH:14][cH:15][n:16][c:17]2[cH:18]1. Reactants: COC(CCC(CCC(=O)O)(C1=CC=NC=C1)C#N)=O (4-cyano-4-(4-pyridyl)pimelic acid methyl ester). The solvent is Cl (hydrochloric acid). The product is COC(CCC(CCC(=O)O)C1=CC=NC=C1)=O (4-(4-pyridyl)pimelic acid methyl ester). Yield: 219.9%. RXN SMILES: [CH3:1][O:2][C:3](=[O:20])[CH2:4][CH2:5][C:6](C#N)([C:12]1[CH:17]=[CH:16][N:15]=[CH:14][CH:13]=1)[CH2:7][CH2:8][C:9]([OH:11])=[O:10]>Cl>[CH3:1][O:2][C:3](=[O:20])[CH2:4][CH2:5][CH:6]([C:12]1[CH:13]=[CH:14][N:15]=[CH:16][CH:17]=1)[CH2:7][CH2:8][C:9]([OH:11])=[O:10]. Procedure details: Into 250 ml of concentrated hydrochloric acid, 13 g of 4-cyano-4-(4-pyridyl)pimelic acid methyl ester was dissolved, and the solution was refluxed for 14 hours. Hydrochloric acid was distilled off under reduced pressure and the residue was dissolved in 200 ml of methanol. To this solution, there was added 1 ml of concentrated sulfuric acid and the mixture was refluxed for 4 hours. After 3 g of sodium bicarbonate was added, methanol was distilled off and 150 ml of water and 150 ml of ethyl acetat... Starting materials: C1(=CC=C(C=C1)S(=O)(=O)NC1=C(C=CC=C1)C=1C(CCC1C)=O)C (2-(2-(p-toluenesulfonyl)aminophenyl)-3-methyl-2-cyclopenten-1-one), [Li]C (MeLi). Yields the product CC1=C(C(=CC1)C)C1=C(C=CC=C1)NS(=O)(=O)C1=CC=C(C=C1)C (2-(2,5-dimethylcyclopenta-1,4-dienyl)phenyl(p-toluenesulfonyl)amine). RXN SMILES: [C:1]1([CH3:24])[CH:6]=[CH:5][C:4]([S:7]([NH:10][C:11]2[CH:16]=[CH:15][CH:14]=[CH:13][C:12]=2[C:17]2[C:18](=O)[CH2:19][CH2:20][C:21]=2[CH3:22])(=[O:9])=[O:8])=[CH:3][CH:2]=1.[Li][CH3:26]>>[CH3:22][C:21]1[CH2:20][CH:19]=[C:18]([CH3:26])[C:17]=1[C:12]1[CH:13]=[CH:14][CH:15]=[CH:16][C:11]=1[NH:10][S:7]([C:4]1[CH:5]=[CH:6][C:1]([CH3:24])=[CH:2][CH:3]=1)(=[O:9])=[O:8]. Procedure: The same experiment as in Example 17 was carried out, using 1.000 g (2.93 mmol) of 2-(2-(p-toluenesulfonyl)aminophenyl)-3-methyl-2-cyclopenten-1-one and 3.660 ml (5.860 mmol) of MeLi (1.6 M in diethyl ether) (0.617 g, 62%). Reactants: [Si](C)(C)(C(C)(C)C)O[C@@H]1C(O[C@H]([C@@H]1O[Si](C)(C)C(C)(C)C)N1C(N(C(C=C1)=O)CC1=CC=C(C=C1)OC)=O)[C@@H]([C@H](NCCCNC([C@@H](NC(OCC1=CC=CC=C1)=O)C)=O)C(=O)OC(C)(C)C)O (tert-butyl (5S,12S)-12-[(R)-[(3R,4R,5R)-3,4-bis{[tert-butyl(dimethyl)silyl]oxy}-5-(3-(4-methoxybenzyl)-2,4-dioxo-3,4-dihydro-1(2H )-pyrimidinyl)tetrahydro-2-furanyl](hydroxy)methyl]-5-methyl-3,6-dioxo-1-phenyl-2-oxa-4,7,11-triazatridecan-13-oate). The reagents and catalysts are [Pd] (palladium on carbon). Run in CO (methanol). Product: N[C@H](C(=O)NCCCN[C@H](C(=O)OC(C)(C)C)[C@@H](O)C1O[C@H]([C@@H]([C@@H]1O[Si](C)(C)C(C)(C)C)O[Si](C)(C)C(C)(C)C)N1C(N(C(C=C1)=O)CC1=CC=C(C=C1)OC)=O)C (tert-butyl (2S,3R)-2-[(3-{[(2S)-2-aminopropanoyl]amino}propyl)amino]-3-[(3R,4R,5R)-3,4-bis{[tert-butyl(dimethyl)silyl]oxy}-5-(3-(4-methoxybenzyl)-2,4-dioxo-3,4-dihydro-1(2H)-pyrimidinyl)tetrahydro-2-furanyl]-3-hydroxypropanoate). Isolated yield 93.6%. RXN SMILES: [Si:1]([O:8][C@H:9]1[C@@H:13]([O:14][Si:15]([C:18]([CH3:21])([CH3:20])[CH3:19])([CH3:17])[CH3:16])[C@H:12]([N:22]2[CH:27]=[CH:26][C:25](=[O:28])[N:24]([CH2:29][C:30]3[CH:35]=[CH:34][C:33]([O:36][CH3:37])=[CH:32][CH:31]=3)[C:23]2=[O:38])[O:11][CH:10]1[C@H:39]([OH:68])[C@@H:40]([C:61]([O:63][C:64]([CH3:67])([CH3:66])[CH3:65])=[O:62])[NH:41][CH2:42][CH2:43][CH2:44][NH:45][C:46](=[O:60])[C@H:47]([CH3:59])[NH:48]C(=O)OCC1C=CC=CC=1)([C:4]([CH3:7])([CH3:6])[CH3:5])([CH3:3])[CH3:2]>CO.[Pd]>[NH2:48][C@@H:47]([CH3:59])[C:46]([NH:45][CH2:44][CH2:43][CH2:42][NH:41][C@@H:40]([C@H:39]([CH:10]1[C@@H:9]([O:8][Si:1]([C:4]([CH3:5])([CH3:6])[CH3:7])([CH3:2])[CH3:3])[C@@H:13]([O:14][Si:15]([C:18]([CH3:19])([CH3:20])[CH3:21])([CH3:16])[CH3:17])[C@H:12]([N:22]2[CH:27]=[CH:26][C:25](=[O:28])[N:24]([CH2:29][C:30]3[CH:35]=[CH:34][C:33]([O:36][CH3:37])=[CH:32][CH:31]=3)[C:23]2=[O:38])[O:11]1)[OH:68])[C:61]([O:63][C:64]([CH3:66])([CH3:67])[CH3:65])=[O:62])=[O:60]. Procedure: By using an analogous procedure to that described in Example 2, tert-butyl (5S,12S)-dioxo-3,4-dihydro-1(2H)-pyrimidinyl)tetrahydro-2-furanyl](hydroxy)methyl]-5-methyl-3,6-dioxo-1-phenyl-2-oxa-4,7,11-triazatridecan-13-oate (43 mg, 0.044 mmol, obtained from Example 14) was hydrogenated in methanol (1.5 ml) using 10% palladium on carbon (10 mg) to provide tert-butyl (2S,3R)-2-[(3-{[(2S)-2-aminopropanoyl]amino}propyl)amino]-3-[(3R,4R,5R)-3,4-bis{[tert-butyl(dimethyl)silyl]oxy}-5-(3-(4-methoxybenzyl)... Reactants: C=1C=CC(=CC1)[C@@H]2[C@H](O2)C=3C=CC=CC3 (trans-stilbene oxide), NCC(C)O (1-amino-2-propanol). Run in O (water), CO (methanol). Reaction conditions: temperature 125 celsius, time 18 hour. Yields the product OC(CNC(C(O)C1=CC=CC=C1)C1=CC=CC=C1)C (β-[(2-Hydroxypropyl)amino]-α-phenylbenzeneethanol). Isolated yield 28.1%. Reaction SMILES: [CH:1]1[CH:2]=[CH:3][C:4]([C@H:7]2[O:9][C@@H:8]2[C:10]2[CH:11]=[CH:12][CH:13]=[CH:14][CH:15]=2)=[CH:5][CH:6]=1.[NH2:16][CH2:17][CH:18]([OH:20])[CH3:19]>CO.O>[OH:20][CH:18]([CH3:19])[CH2:17][NH:16][CH:7]([C:4]1[CH:3]=[CH:2][CH:1]=[CH:6][CH:5]=1)[CH:8]([C:10]1[CH:11]=[CH:12][CH:13]=[CH:14][CH:15]=1)[OH:9]. Procedure: A mixture of trans-stilbene oxide (3.93 g, 0.20 mole) and 1-amino-2-propanol (4.51 g, 0.060 mole) was heated in an oil bath at 125° C. for 1 hour. After standing at ambient temperature for 18 hours, the viscous oil was dissolved in 20 ml of methanol and diluted with water causing a white solid to precipitate. The solid was collected, washed with water, and dried under ambient conditions to give 4.57 g (84%) of the product which was recrystallized from toluene to give 3.65 g solids; m.p. 116°-118... Reported procedure: To 11.33 g. (0.10 mole) of methyl acetimidate hydrochloride, prepared by known procedures, in a 100 ml. 3-necked, round-bottomed flask there was added a solution of 9.71 g. (actual 9.42 g.; 49.6 mmole) of crude p-isobutylpropiophenone, prepared as described in Part A above, in 23 ml. of absolute methanol. The resulting solution was stirred for 12 hours at room temperature to insure complete reaction. Gas liquid chromatographic analysis (Glc analysis) of an aliquot of the reaction mixture indicat... Starting materials: Cl.C(C)(OC)=N (methyl acetimidate hydrochloride), ketal, C(C(C)C)C1=CC=C(C=C1)C(CC)=O (p-isobutylpropiophenone), OC1[C@H](O)[C@@H](O)[C@H](O)[C@H](O1)CO (Glc). RXN SMILES: Cl.[C:2](=N)([O:4]C)C.[CH2:7]([C:11]1[CH:16]=[CH:15][C:14]([C:17](=[O:20])[CH2:18][CH3:19])=[CH:13][CH:12]=1)[CH:8]([CH3:10])[CH3:9].O[CH:22]1O[C@H](CO)[C@@H](O)[C@H](O)[C@H]1O>CO>[CH3:22][O:20][C:17]([O:4][CH3:2])([C:14]1[CH:13]=[CH:12][C:11]([CH2:7][CH:8]([CH3:10])[CH3:9])=[CH:16][CH:15]=1)[CH2:18][CH3:19] |f:0.1|. Yields the product COC(CC)(C1=CC=C(C=C1)CC(C)C)OC (p-isobutylpropiophenone dimethyl ketal). Solvent: CO (methanol). Reaction conditions: time 12 hour.